describe an organic reaction: reactants, conditions, products, and yield From a dataset of the Open Reaction Database (ORD), a public repository of structured organic reaction records. The reactants are C(CCC)[Sn](C=1N=CN(C1)C1=C(C(=CC(=C1)F)F)F)(CCCC)CCCC (4-tributylstannanyl-1-(2,3,5-trifluoro-phenyl)-1H-imidazole), C(#N)C1CN(C1)C([C@@H](C1CC1)NC(=O)C1=CNC2=NC=C(N=C21)Br)=O (2-bromo-5H-pyrrolo[2,3-b]pyrazine-7-carboxylic acid [(R)-2-(3-cyano-azetidin-1-yl)-1-cyclopropyl-2-oxo-ethyl]-amide). The reagents and catalysts are C=1C=CC(=CC1)[P](C=2C=CC=CC2)(C=3C=CC=CC3)[Pd]([P](C=4C=CC=CC4)(C=5C=CC=CC5)C=6C=CC=CC6)([P](C=7C=CC=CC7)(C=8C=CC=CC8)C=9C=CC=CC9)[P](C=1C=CC=CC1)(C=1C=CC=CC1)C=1C=CC=CC1 (Pd(PPh3)4), [Cu]I (CuI). Run in CN(C)C=O (DMF). Reaction conditions: temperature 80 celsius, time 16 hour. The product is C(#N)C1CN(C1)C([C@@H](C1CC1)NC(=O)C1=CNC2=NC=C(N=C21)C=2N=CN(C2)C2=C(C(=CC(=C2)F)F)F)=O (2-[1-(2,3,5-trifluoro-phenyl)-1H-imidazol-4-yl]-5H-pyrrolo[2,3-b]pyrazine-7-carboxylic acid [(R)-2-(3-cyano-azetidin-1-yl)-1-cyclopropyl-2-oxo-ethyl]-amide). Yield: 5.0%. RXN SMILES: C([Sn](CCCC)(CCCC)[C:6]1[N:7]=[CH:8][N:9]([C:11]2[CH:16]=[C:15]([F:17])[CH:14]=[C:13]([F:18])[C:12]=2[F:19])[CH:10]=1)CCC.[C:28]([CH:30]1[CH2:33][N:32]([C:34](=[O:52])[C@H:35]([NH:39][C:40]([C:42]2[C:50]3[C:45](=[N:46][CH:47]=[C:48](Br)[N:49]=3)[NH:44][CH:43]=2)=[O:41])[CH:36]2[CH2:38][CH2:37]2)[CH2:31]1)#[N:29]>CN(C=O)C.C1C=CC([P]([Pd]([P](C2C=CC=CC=2)(C2C=CC=CC=2)C2C=CC=CC=2)([P](C2C=CC=CC=2)(C2C=CC=CC=2)C2C=CC=CC=2)[P](C2C=CC=CC=2)(C2C=CC=CC=2)C2C=CC=CC=2)(C2C=CC=CC=2)C2C=CC=CC=2)=CC=1.[Cu]I>[C:28]([CH:30]1[CH2:31][N:32]([C:34](=[O:52])[C@H:35]([NH:39][C:40]([C:42]2[C:50]3[C:45](=[N:46][CH:47]=[C:48]([C:6]4[N:7]=[CH:8][N:9]([C:11]5[CH:16]=[C:15]([F:17])[CH:14]=[C:13]([F:18])[C:12]=5[F:19])[CH:10]=4)[N:49]=3)[NH:44][CH:43]=2)=[O:41])[CH:36]2[CH2:38][CH2:37]2)[CH2:33]1)#[N:29] |^1:61,63,82,101|. Procedure: To the crude 4-tributylstannanyl-1-(2,3,5-trifluoro-phenyl)-1H-imidazole from Step 3 was added crude 2-bromo-5H-pyrrolo[2,3-b]pyrazine-7-carboxylic acid [(R)-2-(3-cyano-azetidin-1-yl)-1-cyclopropyl-2-oxo-ethyl]-amide (0.087 g, from Step 1) in 3 mL of DMF, Pd(PPh3)4 (0.032 g, 0.027 mmol) and CuI (0.021 g, 0.110 mmol). The dark yellow mixture was stirred at 80° C. for 16 h, then allowed to cool. The mixture was partitioned between 20 mL of ethyl acetate and 20 mL of a sat. aq. NH4Cl solution. The ... The reactants are N(C(=N)N)C1=CC=C2C=C(OC(=O)C2=C1)OC (7-guanidino-3-methoxyisocoumarin), ClN1C(CCC1=O)=O (N-chlorosuccinimide). The solvent is CN(C)C=O (DMF). The product is N(C(=N)N)C1=CC=C2C(=C(OC(=O)C2=C1)OC)Cl (7-guanidino-3-methoxy-4-chloroisocoumarin). Yield: 37.4%. As a reaction SMILES: [NH:1]([C:5]1[CH:15]=[C:14]2[C:8]([CH:9]=[C:10]([O:16][CH3:17])[O:11][C:12]2=[O:13])=[CH:7][CH:6]=1)[C:2]([NH2:4])=[NH:3].[Cl:18]N1C(=O)CCC1=O>CN(C=O)C>[NH:1]([C:5]1[CH:15]=[C:14]2[C:8]([C:9]([Cl:18])=[C:10]([O:16][CH3:17])[O:11][C:12]2=[O:13])=[CH:7][CH:6]=1)[C:2]([NH2:4])=[NH:3]. Procedure details: 0.27 g of 7-guanidino-3-methoxyisocoumarin (1 mmole) was chlorinated with 0.15 g of N-chlorosuccinimide (1.1 mmole) in 5 ml DMF at r.t. overnight. The reaction mixture was evaporated to dryness, and purified by silica gel column chromatography which is eluted with methylene chloride and methanol (5:1) to give 0.1 g of 7-guanidino-3-methoxy-4-chloroisocoumarin (yield 34%). One spot on TLC, Rf =0.75 (Butanol:acetic acid:pyridine:water=4:1:1:2); NMR spectrum is similar to 7-guanidino-3-methoxyisoco...